Dataset: the Open Reaction Database (ORD), a public repository of structured organic reaction records. Task: describe an organic reaction: reactants, conditions, products, and yield The reactants are CC(=O)c1csc(-c2ccc(C(F)(F)F)cc2)c1O, NNC(=O)c1ccc(C(=O)N2CCCC2)s1. The product is CC(=NNC(=O)c1ccc(C(=O)N2CCCC2)s1)c1csc(-c2ccc(C(F)(F)F)cc2)c1O. As a reaction SMILES: [F:1][C:2]([c:3]1[cH:4][cH:5][c:6](-[c:9]2[s:10][cH:11][c:12]([C:15](=[O:16])[CH3:17])[c:13]2[OH:14])[cH:7][cH:8]1)([F:18])[F:19].[N:20]1([C:25](=[O:26])[c:27]2[cH:28][cH:29][c:30]([C:32](=[O:33])[NH:34][NH2:35])[s:31]2)[CH2:21][CH2:22][CH2:23][CH2:24]1>>[F:1][C:2]([c:3]1[cH:4][cH:5][c:6](-[c:9]2[s:10][cH:11][c:12]([C:15]([CH3:17])=[N:35][NH:34][C:32]([c:30]3[cH:29][cH:28][c:27]([C:25]([N:20]4[CH2:21][CH2:22][CH2:23][CH2:24]4)=[O:26])[s:31]3)=[O:33])[c:13]2[OH:14])[cH:7][cH:8]1)([F:18])[F:19]. The reactants are CS(=O)C (dimethylsulfoxide), FC1=CC=C(C=C1)C1=NN(C=C1C1=CC(=NC=C1)NCC(F)(F)F)C1=NNC(C=C1)=O (3-(4-fluorophenyl)-1-(1,6-dihydro-6-oxopyridazin-3-yl)-4-[2-(2,2,2-trifluoroethyl)aminopyridin-4-yl]-1H-pyrazole), S(O)(O)(=O)=O (sulfuric acid). Run in C(C)(=O)OCC (ethyl acetate). Conditions: time 1 hour. The product is S(=O)(=O)(O)O.FC1=CC=C(C=C1)C1=NN(C=C1C1=CC(=NC=C1)NCC(F)(F)F)C1=NNC(C=C1)=O (3-(4-Fluorophenyl)-1-(1,6-dihydro-6-oxopyridazin-3-yl)-4-[2-(2,2,2-trifluoroethyl)aminopyridin-4-yl]-1H-pyrazole sulfate). The yield is 88.0%. RXN SMILES: CS(C)=O.[F:5][C:6]1[CH:11]=[CH:10][C:9]([C:12]2[C:16]([C:17]3[CH:22]=[CH:21][N:20]=[C:19]([NH:23][CH2:24][C:25]([F:28])([F:27])[F:26])[CH:18]=3)=[CH:15][N:14]([C:29]3[CH:34]=[CH:33][C:32](=[O:35])[NH:31][N:30]=3)[N:13]=2)=[CH:8][CH:7]=1.[S:36](=[O:40])(=[O:39])([OH:38])[OH:37]>C(OCC)(=O)C>[S:36]([OH:40])([OH:39])(=[O:38])=[O:37].[F:5][C:6]1[CH:7]=[CH:8][C:9]([C:12]2[C:16]([C:17]3[CH:22]=[CH:21][N:20]=[C:19]([NH:23][CH2:24][C:25]([F:27])([F:26])[F:28])[CH:18]=3)=[CH:15][N:14]([C:29]3[CH:34]=[CH:33][C:32](=[O:35])[NH:31][N:30]=3)[N:13]=2)=[CH:10][CH:11]=1 |f:4.5|. Reported procedure: To 1.5 ml of a dimethylsulfoxide solution containing 430 mg (1.00 mmol) of 3-(4-fluorophenyl)-1-(1,6-dihydro-6-oxopyridazin-3-yl)-4-[2-(2,2,2-trifluoroethyl)aminopyridin-4-yl]-1H-pyrazole obtained in Example 28-2) was added 0.2 ml of 0.041M dil. sulfuric acid at 45° C. over 5 minutes, and the mixture was stirred at the same temperature for 1 hour. Then, 3.0 ml of ethyl acetate was added to the mixture over 30 minutes, and the resulting mixture was further stirred for 5 minutes. Formed crystals w... Reactants: C(=C)[Sn](CCCC)(CCCC)CCCC (vinyl tributyl tin), N1=C(C=CC=C1)C1=NOC(=N1)C1=CC(=CC(=C1)C#N)Br (3-(2-pyridyl)-5-(3-bromo-5-cyanophenyl)-1,2,4-oxadiazole). Reagents/catalysts: C=1C=CC(=CC1)[P](C=2C=CC=CC2)(C=3C=CC=CC3)[Pd]([P](C=4C=CC=CC4)(C=5C=CC=CC5)C=6C=CC=CC6)([P](C=7C=CC=CC7)(C=8C=CC=CC8)C=9C=CC=CC9)[P](C=1C=CC=CC1)(C=1C=CC=CC1)C=1C=CC=CC1 (Pd(PPh3)4). Solvent: O1CCCC1 (tetrahydrofuran), ClCCl (dichloromethane), O (water). Reaction conditions: temperature 85 celsius. Yields the product N1=C(C=CC=C1)C1=NOC(=N1)C1=CC(=CC(=C1)C=C)C#N (3-(pyrid-2-yl)-5-(3-cyano-5-vinylphenyl)-1,2,4-oxadiazole). Isolated yield 78.5%. Reaction SMILES: [N:1]1[CH:6]=[CH:5][CH:4]=[CH:3][C:2]=1[C:7]1[N:11]=[C:10]([C:12]2[CH:17]=[C:16]([C:18]#[N:19])[CH:15]=[C:14](Br)[CH:13]=2)[O:9][N:8]=1.[CH:21]([Sn](CCCC)(CCCC)CCCC)=[CH2:22]>O1CCCC1.ClCCl.O.C1C=CC([P]([Pd]([P](C2C=CC=CC=2)(C2C=CC=CC=2)C2C=CC=CC=2)([P](C2C=CC=CC=2)(C2C=CC=CC=2)C2C=CC=CC=2)[P](C2C=CC=CC=2)(C2C=CC=CC=2)C2C=CC=CC=2)(C2C=CC=CC=2)C2C=CC=CC=2)=CC=1>[N:1]1[CH:6]=[CH:5][CH:4]=[CH:3][C:2]=1[C:7]1[N:11]=[C:10]([C:12]2[CH:13]=[C:14]([CH:21]=[CH2:22])[CH:15]=[C:16]([C:18]#[N:19])[CH:17]=2)[O:9][N:8]=1 |^1:48,50,69,88|. Procedure details: A mixture of 3-(2-pyridyl)-5-(3-bromo-5-cyanophenyl)-1,2,4-oxadiazole (1.005 g, 3.21 mmol) and Pd(PPh3)4 (369 mg, 0.32 mmol) in tetrahydrofuran (10 mL) was treated with vinyl tributyl tin (0.985 mL, 3.36 mmol). The reaction mixture was heated in a sealed tube at 85° C. for 18 hours. After cooling, the mixture was diluted with dichloromethane and water. The organic layer was dried by filtration through an EX-TUBE. Silica gel chromatography afforded 691 mg (78%) of 3-(pyrid-2-yl)-5-(3-cyano-5-viny...